This data is from the Open Reaction Database (ORD), a public repository of structured organic reaction records. The task is: describe an organic reaction: reactants, conditions, products, and yield Reactants: CCOC(=O)Cn1ncc2c1CCCC2NS(=O)(=O)c1cc(Br)cc(C(F)(F)F)c1, [Na+], C1CCOC1, [OH-]. Yields the product O=C(O)Cn1ncc2c1CCCC2NS(=O)(=O)c1cc(Br)cc(C(F)(F)F)c1. RXN SMILES: [CH2:1]([CH3:2])[O:3][C:4]([CH2:5][n:6]1[n:7][cH:8][c:9]2[c:14]1[CH2:13][CH2:12][CH2:11][CH:10]2[NH:15][S:16](=[O:17])(=[O:18])[c:19]1[cH:20][c:21]([Br:29])[cH:22][c:23]([C:25]([F:26])([F:27])[F:28])[cH:24]1)=[O:30].[Na+:32].[O:33]1[CH2:34][CH2:35][CH2:36][CH2:37]1.[OH-:31]>>[O:3]=[C:4]([CH2:5][n:6]1[n:7][cH:8][c:9]2[c:14]1[CH2:13][CH2:12][CH2:11][CH:10]2[NH:15][S:16](=[O:17])(=[O:18])[c:19]1[cH:20][c:21]([Br:29])[cH:22][c:23]([C:25]([F:26])([F:27])[F:28])[cH:24]1)[OH:30]. Starting materials: COC(=O)C1=NC=C(C=C1)OCC#CC (5-but-2-ynyloxy-pyridine-2-carboxylic acid methyl ester), [Li+].[OH-] (LiOH), Cl (HCl). Solvent: C1CCOC1 (THF), O (water). Conditions: temperature 22 celsius, time 1 hour. Yields the product C(C#CC)OC=1C=CC(=NC1)C(=O)O (5-But-2-ynyloxy-pyridine-2-carboxylic acid). Yield: 75.7%. Reaction SMILES: C[O:2][C:3]([C:5]1[CH:10]=[CH:9][C:8]([O:11][CH2:12][C:13]#[C:14][CH3:15])=[CH:7][N:6]=1)=[O:4].[Li+].[OH-].Cl>C1COCC1.O>[CH2:12]([O:11][C:8]1[CH:9]=[CH:10][C:5]([C:3]([OH:4])=[O:2])=[N:6][CH:7]=1)[C:13]#[C:14][CH3:15] |f:1.2|. Reported procedure: To a solution of 5-but-2-ynyloxy-pyridine-2-carboxylic acid methyl ester (234 mg) in THF (20 ml) and water (15 ml) was added aqueous LiOH (1M, 2.3 ml) and the mixture was stirred at 22° C. for 1 h. The mixture was treated with aqueous HCl (1M, 2.3 ml), evaporated slowly, the suspension obtained was filtered, the residue washed with water and dried to give the title product (165 mg) as a white solid. MS: m/z=192.1 [M+H]+. Starting materials: C(C#C)NC(=O)C=1N=CN2C1[C@H]1N(C(C3=C2C=CS3)=O)CC1 ((S)-8-oxo-11,11a-dihydro-8H,10H-azeto[1,2-a]imidazo[5,1-c]thieno[3,2-e][1,4]-diazepine-1-carboxylic acid prop-2-ynylamide), IN1C(CCC1=O)=O (N-iodosuccinimide), C(CC)N (propylamine). Run in C(C)(=O)O (acetic acid). Conditions: time 24 hour. Yields the product C(CC)NCC1=CN=C(O1)C=1N=CN2C1[C@H]1N(C(C3=C2C=CS3)=O)CC1 ((S)-1-(5-propylaminomethyl-oxazol-2-yl)-11,11 a-dihydro-8H,10H-azeto[1,2-a]imidazo[5,1-c]thieno[3,2-e][1,4]diazepin-8-one). The yield is 7.9%. Reaction SMILES: [CH2:1]([NH:4][C:5]([C:7]1[N:8]=[CH:9][N:10]2[C:16]3[CH:17]=[CH:18][S:19][C:15]=3[C:14](=[O:20])[N:13]3[CH2:21][CH2:22][C@H:12]3[C:11]=12)=[O:6])[C:2]#[CH:3].I[N:24]1C(=O)[CH2:27][CH2:26][C:25]1=O.C(N)CC>C(O)(=O)C>[CH2:25]([NH:24][CH2:3][C:2]1[O:6][C:5]([C:7]2[N:8]=[CH:9][N:10]3[C:16]4[CH:17]=[CH:18][S:19][C:15]=4[C:14](=[O:20])[N:13]4[CH2:21][CH2:22][C@H:12]4[C:11]=23)=[N:4][CH:1]=1)[CH2:26][CH3:27]. Reported procedure: A solution of 3.10 g (0.00992 mol) of (S)-8-oxo-11,11a-dihydro-8H,10H-azeto[1,2-a]imidazo[5,1-c]thieno[3,2-e][1,4]-diazepine-1-carboxylic acid prop-2-ynylamide in 60 ml of acetic acid was treated with 3.35 g (0.0149 mol) of N-iodosuccinimide while gassing with argon. After stirring at room temperature for 24 hrs. the dark suspension obtained was completely freed from the solvents and dried azeotropically several times with toluene. The dark residue was dissolved in 60 ml of THF, treated with 7.1...